Dataset: the Open Reaction Database (ORD), a public repository of structured organic reaction records. Task: describe an organic reaction: reactants, conditions, products, and yield The reactants are ClCCCC(=O)Cl (4-chlorobutyryl chloride), NC1=CC=C(C=C1)C(CC(=O)C=1C=CC(N(C1)C)=O)C1=C(C=C(C=C1)Cl)C (5-[3-(4-Amino-phenyl)-3-(4-chloro-2-methyl-phenyl)-propionyl]-1-methyl-1H-pyridin-2-one). The solvent is N1=CC=CC=C1 (pyridine), ClCCl (dichloromethane). Conditions: time 3 hour. The product is ClCCCC(=O)NC1=CC=C(C=C1)C(CC(=O)C1=CN(C(C=C1)=O)C)C1=C(C=C(C=C1)Cl)C (4-Chloro-N-{4-[1-(4-chloro-2-methyl-phenyl)-3-(1-methyl-6-oxo-1,6-dihydro-pyridin-3-yl)-3-oxo-propyl]-phenyl}-butyramide). RXN SMILES: [Cl:1][CH2:2][CH2:3][CH2:4][C:5](Cl)=[O:6].[NH2:8][C:9]1[CH:14]=[CH:13][C:12]([CH:15]([C:27]2[CH:32]=[CH:31][C:30]([Cl:33])=[CH:29][C:28]=2[CH3:34])[CH2:16][C:17]([C:19]2[CH:20]=[CH:21][C:22](=[O:26])[N:23]([CH3:25])[CH:24]=2)=[O:18])=[CH:11][CH:10]=1>ClCCl.N1C=CC=CC=1>[Cl:1][CH2:2][CH2:3][CH2:4][C:5]([NH:8][C:9]1[CH:14]=[CH:13][C:12]([CH:15]([C:27]2[CH:32]=[CH:31][C:30]([Cl:33])=[CH:29][C:28]=2[CH3:34])[CH2:16][C:17]([C:19]2[CH:20]=[CH:21][C:22](=[O:26])[N:23]([CH3:25])[CH:24]=2)=[O:18])=[CH:11][CH:10]=1)=[O:6]. Reported procedure: In a 10 mL round-bottomed flask 5-[3-(4-amino-phenyl)-3-(4-chloro-2-methyl-phenyl)-propionyl]-1-methyl-1H-pyridin-2-one (example 353, step 1, 100 mg) was dissolved in dichloromethane (1.3 mL) and pyridine (41 mg). Then the reaction mixture was cooled in an icebath and 4-chlorobutyryl chloride (41.6 mg) was added slowly. The icebath was removed and the reaction mixture was stirred at room temperature for 3 h. The reaction mixture was diluted with ethyl acetate. The organic layer was washed 1× wit... Starting materials: [I-].C[NH+]1C(N(C=C1)C)C=CC1=NC=CC=C1 (1,3-Dimethyl-2-[2-(2-pyridinyl)ethenyl]-1H-imidazolium iodide), CI (methyl iodide). Solvent: C(C)#N (acetonitrile). Yields the product [I-].C[NH+]1C(N(C=C1)C)C=CC1=[N+](C=CC=C1)C.[I-] (2-[2-(1,3-Dimethyl-1H-imidazolium-2-yl)ethenyl]-1-methylpyridinium iodide). As a reaction SMILES: [I-:1].[CH3:2][NH+:3]1[CH:7]=[CH:6][N:5]([CH3:8])[CH:4]1[CH:9]=[CH:10][C:11]1[CH:16]=[CH:15][CH:14]=[CH:13][N:12]=1.[CH3:17]I>C(#N)C>[I-:1].[CH3:2][NH+:3]1[CH:7]=[CH:6][N:5]([CH3:8])[CH:4]1[CH:9]=[CH:10][C:11]1[CH:16]=[CH:15][CH:14]=[CH:13][N+:12]=1[CH3:17].[I-:1] |f:0.1,4.5.6|. Procedure: 1,3-Dimethyl-2-[2-(2-pyridinyl)ethenyl]-1H-imidazolium iodide (6.5 g) and 10 ml of methyl iodide are refluxed in 20 ml of acetonitrile for one hour. The resulting solid is filtered off and crystallized from methanol to yield 5.5 g of the title compound, melting point 75° C. The reactants are FC(C=1C=C(C=O)C=CC1O)(F)F (3-(trifluoromethyl)-4-hydroxybenzaldehyde), CC(=O)C (acetone), O (water). Solvent: C(C)(=O)O (acetic acid), Cl (HCl). Reaction conditions: temperature 27.5 celsius, time 36 hour. Product: FC(C=1C=C(C=CC1O)\C=C\C(\C=C\C1=CC(=C(C=C1)O)C(F)(F)F)=O)(F)F ((1E,4E)-1,5-Bis(3-(trifluoromethyl)-4-hydroxyphenyl)penta-1,4-dien-3-one). The yield is 32.0%. As a reaction SMILES: [F:1][C:2]([F:13])([F:12])[C:3]1[CH:4]=[C:5]([CH:8]=[CH:9][C:10]=1[OH:11])[CH:6]=O.[CH3:14][C:15]([CH3:17])=[O:16].[OH2:18]>C(O)(=O)C.Cl>[F:1][C:2]([F:13])([F:12])[C:3]1[CH:4]=[C:5](/[CH:6]=[CH:9]/[C:10](=[O:18])/[CH:3]=[CH:4]/[C:5]2[CH:6]=[CH:17][C:15]([OH:16])=[C:14]([C:2]([F:1])([F:12])[F:13])[CH:8]=2)[CH:8]=[CH:9][C:10]=1[OH:11]. Procedure: A mixture of 3-(trifluoromethyl)-4-hydroxybenzaldehyde (2.19 g, 12 mmol) in acetone (423 μL, 5.8 mmol) was dissolved in glacial acetic acid (9 mL), saturated with anhydrous HCl and heated to 25-30° C. for 2 h. The red solution was stirred for 36 h and treated with cold water. The reaction mixture turned into a dark green suspension and the resulting precipitate was filtered, washed with water and dried in vacuo to afford NW310.1 as a dark green solid (740 mg, 32%). mp: 233-234° C. 1H NMR (250 MH... Starting materials: ClCCCOC=1C(OC2=C(C1)C=C(C=C2)OC)=O (3-(chloropropoxy)-6-methoxy-2H-1-benzopyran-2-one), C1(=CC=CC=C1)N1CCNCC1 (1-phenylpiperazine), C(\C=C\C(=O)[O-])(=O)[O-] (Fumarate). The solvent is CC(C)(C)OC (TBME), C(C)(C)O (isopropanol), CC(C)(C)OC (TBME), C(C)(C)O (isopropanol). Yields the product COC=1C(=CC2=C(C=CC(O2)=O)C1)OCCCN1CCN(CC1)C1=CC=CC=C1 (6-methoxy-7-[3-(4-phenyl-1-piperazinyl)propoxy]-2H-1-benzopyran-2-one). The yield is 94.0%. RXN SMILES: ClCCCO[C:6]1[C:7](=[O:18])[O:8][C:9]2[CH:15]=[CH:14][C:13]([O:16][CH3:17])=[CH:12][C:10]=2[CH:11]=1.[C:19]1([N:25]2[CH2:30][CH2:29][NH:28][CH2:27][CH2:26]2)[CH:24]=[CH:23][CH:22]=[CH:21][CH:20]=1.C([O-])(=O)/[CH:32]=[CH:33]/[C:34]([O-])=[O:35]>CC(OC)(C)C.C(O)(C)C>[CH3:17][O:16][C:13]1[C:14]([O:35][CH2:34][CH2:33][CH2:32][N:28]2[CH2:29][CH2:30][N:25]([C:19]3[CH:24]=[CH:23][CH:22]=[CH:21][CH:20]=3)[CH2:26][CH2:27]2)=[CH:15][C:9]2[O:8][C:7](=[O:18])[CH:6]=[CH:11][C:10]=2[CH:12]=1. Procedure details: Method B (9 h at 70° C.); starting materials: 7-[3-(chloropropoxy)-6-methoxy-2H-1-benzopyran-2-one (see example 69) and 1-phenylpiperazine; yield 94%; fusion point 82° to 83° (from isopropanol and TBME). Fumarate: method E; yield 94%; fusion point 168° to 170° C. (from isopropanol and TBME). Starting materials: COC(C1=CC(=CC(=C1)C1=NC=C(C=C1)C)I)=O (3-iodo-5-(5-methyl-pyridin-2-yl)-benzoic acid methyl ester), C(C)(C)C=1NC=CN1 (2-Isopropylimidazole), N,N′-dimethylglycine HCl salt, C(=O)([O-])[O-].[K+].[K+] (K2CO3). Reagents/catalysts: [Cu]I (CuI). Run in CS(=O)C (DMSO), O (H2O). Conditions: temperature 100 celsius. Product: COC(C1=CC(=CC(=C1)C1=NC=C(C=C1)C)N1C(=NC=C1)C(C)C)=O (3-(2-isopropyl-imidazol-1-yl)-5-(5-methyl-pyridin-2-yl)-benzoic acid methyl ester). The yield is 56.7%. As a reaction SMILES: [CH3:1][O:2][C:3](=[O:18])[C:4]1[CH:9]=[C:8]([C:10]2[CH:15]=[CH:14][C:13]([CH3:16])=[CH:12][N:11]=2)[CH:7]=[C:6](I)[CH:5]=1.[CH:19]([C:22]1[NH:23][CH:24]=[CH:25][N:26]=1)([CH3:21])[CH3:20].C([O-])([O-])=O.[K+].[K+]>CS(C)=O.O.[Cu]I>[CH3:1][O:2][C:3](=[O:18])[C:4]1[CH:9]=[C:8]([C:10]2[CH:15]=[CH:14][C:13]([CH3:16])=[CH:12][N:11]=2)[CH:7]=[C:6]([N:23]2[CH:24]=[CH:25][N:26]=[C:22]2[CH:19]([CH3:21])[CH3:20])[CH:5]=1 |f:2.3.4|. Reported procedure: To a solution of 3-iodo-5-(5-methyl-pyridin-2-yl)-benzoic acid methyl ester (500 mg, 1.42 mmol) in DMSO (10 ml) was added 2-Isopropylimidazole (312 mg, 2.83 mmol), CuI (54 mg, 0.283 mmol), N,N′-dimethylglycine HCl salt (79 mg, 0.567 mmol) and K2CO3 (391 mg, 2.83 mmol) under N2 atmosphere. The mixture was heated to 100° C. overnight. After cooling to room temperature, the mixture was diluted with H2O (15 ml). The mixture was extracted with EtOAc. The combined organic layers were washed with brine...